From a dataset of the Open Reaction Database (ORD), a public repository of structured organic reaction records. describe an organic reaction: reactants, conditions, products, and yield Starting materials: O=C(NCCCN1CCC(O)(Cc2ccccc2)CC1)c1ccc(OCc2ccccc2)cc1, CC(=O)O. Yields the product O=C(NCCCN1CCC(O)(Cc2ccccc2)CC1)c1ccc(O)cc1. RXN SMILES: [CH2:1]([c:2]1[cH:3][cH:4][cH:5][cH:6][cH:7]1)[C:8]1([OH:34])[CH2:9][CH2:10][N:11]([CH2:14][CH2:15][CH2:16][NH:17][C:18]([c:19]2[cH:20][cH:21][c:22]([O:25][CH2:26][c:27]3[cH:28][cH:29][cH:30][cH:31][cH:32]3)[cH:23][cH:24]2)=[O:33])[CH2:12][CH2:13]1.[CH3:35][C:36](=[O:37])[OH:38]>>[CH2:1]([c:2]1[cH:3][cH:4][cH:5][cH:6][cH:7]1)[C:8]1([OH:34])[CH2:9][CH2:10][N:11]([CH2:14][CH2:15][CH2:16][NH:17][C:18]([c:19]2[cH:20][cH:21][c:22]([OH:25])[cH:23][cH:24]2)=[O:33])[CH2:12][CH2:13]1.